From a dataset of the Open Reaction Database (ORD), a public repository of structured organic reaction records. describe an organic reaction: reactants, conditions, products, and yield Reaction SMILES: [Cl-:1].[ClH:17].[NH2:10][c:11]1[cH:12][cH:13][cH:14][cH:15][cH:16]1.[NH2:18][c:19]1[n:20][c:21]([CH:26]([CH3:27])[CH3:28])[nH:22][c:23](=[O:25])[cH:24]1.[Na+:30].[OH-:29].[OH2:31].[c:2]1([N+:8]#[N:9])[cH:3][cH:4][cH:5][cH:6][cH:7]1>>[c:2]1([N:8]=[N:9][c:24]2[c:19]([NH2:18])[n:20][c:21]([CH:26]([CH3:27])[CH3:28])[nH:22][c:23]2=[O:25])[cH:3][cH:4][cH:5][cH:6][cH:7]1. The product is CC(C)c1nc(N)c(N=Nc2ccccc2)c(=O)[nH]1. Reactants: [Cl-], Cl, Nc1ccccc1, CC(C)c1nc(N)cc(=O)[nH]1, [Na+], [OH-], O, N#[N+]c1ccccc1.